From a dataset of the Open Reaction Database (ORD), a public repository of structured organic reaction records. describe an organic reaction: reactants, conditions, products, and yield Starting materials: COc1c(C)c(C)c(NC(=O)OC(C)(C)C)c(C)c1Br, [Li]CCCC, Cc1ccc(C(=O)C(C)C)cc1, C1CCOC1, O. Product: COc1c(C)c(C)c(NC(=O)OC(C)(C)C)c(C)c1C(O)(c1ccc(C)cc1)C(C)C. As a reaction SMILES: [Br:1][c:2]1[c:3]([CH3:20])[c:4]([NH:12][C:13]([O:14][C:15]([CH3:16])([CH3:17])[CH3:18])=[O:19])[c:5]([CH3:11])[c:6]([CH3:10])[c:7]1[O:8][CH3:9].[CH2:21]([Li:22])[CH2:23][CH2:24][CH3:25].[CH3:26][CH:27]([C:28](=[O:29])[c:30]1[cH:31][cH:32][c:33]([CH3:36])[cH:34][cH:35]1)[CH3:37].[O:39]1[CH2:40][CH2:41][CH2:42][CH2:43]1.[OH2:38]>>[c:2]1([C:28]([CH:27]([CH3:26])[CH3:37])([OH:29])[c:30]2[cH:31][cH:32][c:33]([CH3:36])[cH:34][cH:35]2)[c:3]([CH3:20])[c:4]([NH:12][C:13]([O:14][C:15]([CH3:16])([CH3:17])[CH3:18])=[O:19])[c:5]([CH3:11])[c:6]([CH3:10])[c:7]1[O:8][CH3:9]. The reactants are C(CCCCC)SCCCl (n-C6H13SCH2CH2Cl), CSCCCl (CH3SCH2CH2Cl), C(CCCCC)SCCSC#N (n-C6H13SCH2CH2SCN). The product is C(CCCCC)SCCN=C=S ((n-Hexylthio) Ethyl Isothiocyanate). RXN SMILES: [CH2:1]([S:7][CH2:8][CH2:9]Cl)[CH2:2][CH2:3][CH2:4][CH2:5][CH3:6].CSCCCl.C(SCC[S:25][C:26]#[N:27])CCCCC>>[CH2:1]([S:7][CH2:8][CH2:9][N:27]=[C:26]=[S:25])[CH2:2][CH2:3][CH2:4][CH2:5][CH3:6]. Procedure: Example 1 is repeated with the exception that n-C6H13SCH2CH2Cl is used as a reagent instead of CH3SCH2CH2Cl and the reaction is allowed to proceed for seventy-five minutes. The product is isolated by distillation at reduced pressure and analyzed by gas chromatography/mass spectrometry which shows that the product is 0.7 percent n-C6H13SCH2CH2SCN and 97.0 percent n-C6H13SCH2CH2NCS.